Dataset: the Open Reaction Database (ORD), a public repository of structured organic reaction records. Task: describe an organic reaction: reactants, conditions, products, and yield Starting materials: OC1=CC=C(C(=O)O)C=C1 (p-hydroxybenzoic acid), ClC1=CC=C(CN)C=C1 (4-chlorobenzyl amine), C1(=CC(=CC(=C1)C)C)C (mesitylene), ClC1=CC=C(CNC(=O)C2=CC=C(OC(C(=O)O)(C)C)C=C2)C=C1 (2(4-(((4-chlorobenzyl)amino) carbonyl)phenoxy)-2-methyl propionic acid), P(Cl)(Cl)(Cl)(Cl)Cl (phosphorous pentachloride). Product: ClC1=CC=C(CNC(C2=CC=C(C=C2)O)=O)C=C1 (N-(4-chorobenzyl)-4-hydroxybenzamide). Reaction SMILES: [Cl:1][C:2]1[CH:24]=[CH:23][C:5]([CH2:6][NH:7][C:8]([C:10]2[CH:22]=[CH:21][C:13]([O:14]C(C)(C)C(O)=O)=[CH:12][CH:11]=2)=[O:9])=[CH:4][CH:3]=1.OC1C=CC(C(O)=O)=CC=1.ClC1C=CC(CN)=CC=1.C1(C)C=C(C)C=C(C)C=1.P(Cl)(Cl)(Cl)(Cl)Cl>>[Cl:1][C:2]1[CH:24]=[CH:23][C:5]([CH2:6][NH:7][C:8](=[O:9])[C:10]2[CH:22]=[CH:21][C:13]([OH:14])=[CH:12][CH:11]=2)=[CH:4][CH:3]=1. Procedure: FIG. 2 illustrates a general reaction scheme for the preparation of 2(4-(((4-chlorobenzyl)amino) carbonyl)phenoxy)-2-methyl propionic acid. In accordance with the illustrated scheme, 3.5 g (25 mmol) of p-hydroxybenzoic acid (PBA), 6.07 g (50 mmol) of 4-chlorobenzyl amine and mesitylene are added together for a total volume of 25 milliliters (ml) and this volume is heated to reflux. To this refluxing mixture is added 0.88 g (6.5 mmol) phosphorous pentachloride (PCl5) and refluxing is continued fo... Starting materials: C(C)(C)(C)N1N=C(C=C1CCC=O)CCC (3-(1-tert-butyl-3-propyl-1H-pyrazol-5-yl)propanal), [BH-](OC(=O)C)(OC(=O)C)OC(=O)C.[Na+] (NaBH(OAc)3), FC1=C(C=CC=C1)N1CCNCC1 (1-(2-fluorophenyl)piperazine), CCN(C(C)C)C(C)C (DIPEA). Yields the product C(C)(C)(C)N1N=C(C=C1CCCN1CCN(CC1)C1=C(C=CC=C1)F)CCC (1-(3-(1-tert-butyl-3-propyl-1H-pyrazol-5-yl)propyl)-4-(2-fluorophenyl)piperazine). Reaction SMILES: [C:1]([N:5]1[C:9]([CH2:10][CH2:11][CH:12]=O)=[CH:8][C:7]([CH2:14][CH2:15][CH3:16])=[N:6]1)([CH3:4])([CH3:3])[CH3:2].[F:17][C:18]1[CH:23]=[CH:22][CH:21]=[CH:20][C:19]=1[N:24]1[CH2:29][CH2:28][NH:27][CH2:26][CH2:25]1.CCN(C(C)C)C(C)C.[BH-](OC(C)=O)(OC(C)=O)OC(C)=O.[Na+]>>[C:1]([N:5]1[C:9]([CH2:10][CH2:11][CH2:12][N:27]2[CH2:26][CH2:25][N:24]([C:19]3[CH:20]=[CH:21][CH:22]=[CH:23][C:18]=3[F:17])[CH2:29][CH2:28]2)=[CH:8][C:7]([CH2:14][CH2:15][CH3:16])=[N:6]1)([CH3:4])([CH3:3])[CH3:2] |f:3.4|. Procedure: 171 mg (90%) of target compound was obtained by using a method same as in Example 1 by using 3-(1-tert-butyl-3-propyl-1H-pyrazol-5-yl)propanal (100 mg, 0.450 mmol), 1-(2-fluorophenyl)piperazine (81 mg, 0.450 mmol), DIPEA (0.118 mL, 0.675 mmol) and NaBH(OAc)3 (286 mg, 1.350 mmol). Reactants: C(=C)(C)C1C2C(C(CC1C#N)C2)(C)C (2-isopropenyl-6,6-dimethyl-bicyclo[3.1.1]heptane-3-carbonitrile), C(=C)(C)C1C2C(C(CC1CN1C(NC(C1=O)(CC1=CC=NC=C1)CC1=CC=NC=C1)=CC(=O)C1=CC=C(C#N)C=C1)C2)(C)C (4-{[1-(2-Isopropenyl-6,6-dimethyl-bicyclo[3.1.1]hept-3-ylmethyl)-5-Oxo-4,4-bis-pyridin-4-ylmethyl-imidazolidin-2-ylidene]-acetyl}-benzonitrile), [N-]=C=S (isothiocyanate). Product: C(=C)(C)C1C2C(C(CC1CN=C=S)C2)(C)C (2-Isopropenyl-3-isothiocyanatomethyl-6,6-dimethyl-bicyclo[3.1.1]heptane). As a reaction SMILES: [C:1]([CH:4]1[CH:9]([C:10]#[N:11])[CH2:8][CH:7]2[CH2:12][CH:5]1[C:6]2([CH3:14])[CH3:13])([CH3:3])=[CH2:2].C(C1C(CN2C(=O)C(CC3C=CN=CC=3)(CC3C=CN=CC=3)NC2=CC(C2C=CC(C#N)=CC=2)=O)CC2CC1C2(C)C)(C)=C.[N-]=[C:60]=[S:61]>>[C:1]([CH:4]1[CH:9]([CH2:10][N:11]=[C:60]=[S:61])[CH2:8][CH:7]2[CH2:12][CH:5]1[C:6]2([CH3:14])[CH3:13])([CH3:3])=[CH2:2]. Procedure details: The same procedure that was used in example 1 was followed except that 2-isopropenyl-3-isothiocyanatomethyl-6,6-dimethyl-bicyclo[3.1.1]heptane was used in the place of (+)-3-pinanemethyl isothiocyanate in step D to give the titled compound as a tan solid. 2-Isopropenyl-3-isothiocyanatomethyl-6,6-dimethyl-bicyclo[3.1.1]heptane was prepared by reducing 2-isopropenyl-6,6-dimethyl-bicyclo[3.1.1]heptane-3-carbonitrile to the requisite amine following the procedure in step C of example 42 and subseque... The reactants are C(C)OC([C@H](CC1=CC=C(C=C1)OCCCBr)OC)=O ((2S)-3-[4-(3-Bromo-propoxy)-phenyl]-2-methoxy-propionic acid ethyl ester), OC=1C=C2C=CC(=CC2=CC1)C(=O)C1=CC=CC=C1 ((6-Hydroxy-naphthalen-2-yl)-phenyl-methanone), C(NaOH). The product is C(C1=CC=CC=C1)(=O)C=1C=C2C=CC(=CC2=CC1)OCCCOC1=CC=C(C=C1)C[C@@H](C(=O)O)OC ((2S)-3-{4-[3-(6-Benzoyl-naphthalen-2-yloxy)-propoxy]-phenyl}-2-methoxy-propionic acid). As a reaction SMILES: C([O:3][C:4](=[O:20])[C@@H:5]([O:18][CH3:19])[CH2:6][C:7]1[CH:12]=[CH:11][C:10]([O:13][CH2:14][CH2:15][CH2:16]Br)=[CH:9][CH:8]=1)C.[OH:21][C:22]1[CH:23]=[C:24]2[C:29](=[CH:30][CH:31]=1)[CH:28]=[C:27]([C:32]([C:34]1[CH:39]=[CH:38][CH:37]=[CH:36][CH:35]=1)=[O:33])[CH:26]=[CH:25]2>>[C:32]([C:27]1[CH:28]=[C:29]2[C:24](=[CH:25][CH:26]=1)[CH:23]=[C:22]([O:21][CH2:16][CH2:15][CH2:14][O:13][C:10]1[CH:9]=[CH:8][C:7]([CH2:6][C@H:5]([O:18][CH3:19])[C:4]([OH:3])=[O:20])=[CH:12][CH:11]=1)[CH:31]=[CH:30]2)(=[O:33])[C:34]1[CH:35]=[CH:36][CH:37]=[CH:38][CH:39]=1. Procedure: (2S)-3-[4-(3-Bromo-propoxy)-phenyl]-2-methoxy-propionic acid ethyl ester from Example 173, Step A was treated with (6-Hydroxy-naphthalen-2-yl)-phenyl-methanone under the Standard Procedure J. The compound thus obtained was allowed to react under Standard hydrolysis procedure C(NaOH) to give the title compound. MS(ES) for C30H28O6 [M+Na]+: 507, [M+H]+: 485. Reactants: CN1C(C=C(C=C1)C=O)=O (N-Methyl-4-formyl-2-pyridone), C(CC(=O)[O-])(=O)OCC (monoethyl malonate), N1CCCCC1 (piperidine). Solvent: N1=CC=CC=C1 (pyridine). Yields the product CN1C(C=C(C=C1)C=CC(=O)OCC)=O (ethyl β-(N-methyl-2-oxo-4-pyridyl)acrylate). As a reaction SMILES: [CH3:1][N:2]1[CH:7]=[CH:6][C:5]([CH:8]=O)=[CH:4][C:3]1=[O:10].[C:11]([O:17][CH2:18][CH3:19])(=[O:16])[CH2:12]C([O-])=O.N1CCCCC1>N1C=CC=CC=1>[CH3:1][N:2]1[CH:7]=[CH:6][C:5]([CH:8]=[CH:12][C:11]([O:17][CH2:18][CH3:19])=[O:16])=[CH:4][C:3]1=[O:10]. Procedure details: N-Methyl-4-formyl-2-pyridone* (30.17 g), monoethyl malonate (38.15 g), pyridine (150 ml) and piperidine (3 ml) were stirred under reflux for 61/2 hours. The reaction mixture was evaporated under reduced pressure to afford a residue which was crystallised from aqueous isopropanol to give ethyl β-(N-methyl-2-oxo-4-pyridyl)acrylate as a pale yellow solid (18.44 g), m.p. 126°-7° C. Reaction SMILES: [CH3:1][C:2]1(CO)[C:7]2[CH2:8][C:9]3[CH:10]=[CH:11][CH:12]=[CH:13][C:14]=3[C:6]=2[CH2:5][CH2:4][O:3]1.[C:17]1([CH3:27])[CH:22]=[CH:21][C:20]([S:23](Cl)(=[O:25])=[O:24])=[CH:19][CH:18]=1.O>N1C=CC=CC=1>[CH3:1][CH:2]1[C:7]2[CH2:8][C:9]3[CH:10]=[CH:11][CH:12]=[CH:13][C:14]=3[C:6]=2[CH2:5][CH2:4][O:3]1.[S:23]([C:20]1[CH:21]=[CH:22][C:17]([CH3:27])=[CH:18][CH:19]=1)([O:3][CH3:2])(=[O:25])=[O:24] |f:4.5|. Reactants: CC1(OCCC2=C1CC=1C=CC=CC12)CO (1-Methyl-1,3,4,9-tetrahydroindeno[2,1-c]pyran-1-methanol), C1(=CC=C(C=C1)S(=O)(=O)Cl)C (p-Toluenesulfonyl chloride), O (water). Run in N1=CC=CC=C1 (pyridine). Procedure: 1-Methyl-1,3,4,9-tetrahydroindeno[2,1-c]pyran-1-methanol (9.0 g), described in Example 462, is dissolved in dry pyridine (20 ml.). p-Toluenesulfonyl chloride (7.4 g) is added portionwise to the vigorously stirred and cooled solution. The mixture is stirred further at 0° C for 1 hr., ice and water is then added and the aqueous mixture is extracted with ether. The combined ether extracts are washed with 10% ice-cold hydrochloric acid, water, 5% sodium bicarbonate water and dried (Na2SO4). Concentr... Yields the product CC1OCCC2=C1CC=1C=CC=CC12.S(=O)(=O)(OC)C1=CC=C(C)C=C1 (1-methyl-1,3,4,9-tetrahydroindeno[2,1-c]pyran 1-methyl tosylate).